From a dataset of the Open Reaction Database (ORD), a public repository of structured organic reaction records. describe an organic reaction: reactants, conditions, products, and yield Reactants: C1CCOC1, C[Si](C)(C)[N-][Si](C)(C)C, N#Cc1ccc(F)cc1, [Na+], CN(C)C=O, COCC(C)Oc1cc(O)cc(C(=O)Nc2ccn(C)n2)c1. Yields the product COCC(C)Oc1cc(Oc2ccc(C#N)cc2)cc(C(=O)Nc2ccn(C)n2)c1. RXN SMILES: [CH2:33]1[O:34][CH2:35][CH2:36][CH2:37]1.[CH3:23][Si:24]([CH3:25])([CH3:26])[N-:27][Si:28]([CH3:29])([CH3:30])[CH3:31].[F:38][c:39]1[cH:40][cH:41][c:42]([C:43]#[N:44])[cH:45][cH:46]1.[Na+:32].[O:47]=[CH:48][N:49]([CH3:50])[CH3:51].[OH:1][c:2]1[cH:3][c:4]([C:5](=[O:6])[NH:7][c:8]2[n:9][n:10]([CH3:13])[cH:11][cH:12]2)[cH:14][c:15]([O:17][CH:18]([CH2:19][O:20][CH3:21])[CH3:22])[cH:16]1>>[O:1]([c:2]1[cH:3][c:4]([C:5](=[O:6])[NH:7][c:8]2[n:9][n:10]([CH3:13])[cH:11][cH:12]2)[cH:14][c:15]([O:17][CH:18]([CH2:19][O:20][CH3:21])[CH3:22])[cH:16]1)[c:39]1[cH:40][cH:41][c:42]([C:43]#[N:44])[cH:45][cH:46]1. Starting materials: C(C)OC1=C(C=C(C=C1)S(=O)(=O)N1CCN(CC1)CC)C1=NN2C(C(N1)=O)=C(N=C2CCC)C (2-[2-ethoxy-5-(4-ethyl-piperazine-1-sulphonyl)-phenyl]-5-methyl-7-propyl-3H-imidazo[5,1-f][1,2,4]triazin-4-one), ClCCl (dichloromethane), solution, Cl (HCl). Solvent: CCOCC (ether), CCOCC (ether). Reaction conditions: time 20 minute. Product: Cl.C(C)OC1=C(C=C(C=C1)S(=O)(=O)N1CCN(CC1)CC)C1=NN2C(C(N1)=O)=C(N=C2CCC)C (2-[2-Ethoxy-5-(4-ethyl-piperazine-1-sulphonyl)-phenyl]-5-methyl-7-propyl-3H-imidazo[5,1-f][1,2,4]triazin-4-one hydrochloride). Reaction SMILES: [CH2:1]([O:3][C:4]1[CH:9]=[CH:8][C:7]([S:10]([N:13]2[CH2:18][CH2:17][N:16]([CH2:19][CH3:20])[CH2:15][CH2:14]2)(=[O:12])=[O:11])=[CH:6][C:5]=1[C:21]1[NH:26][C:25](=[O:27])[C:24]2=[C:28]([CH3:34])[N:29]=[C:30]([CH2:31][CH2:32][CH3:33])[N:23]2[N:22]=1)[CH3:2].[Cl:35]CCl.Cl>CCOCC>[ClH:35].[CH2:1]([O:3][C:4]1[CH:9]=[CH:8][C:7]([S:10]([N:13]2[CH2:14][CH2:15][N:16]([CH2:19][CH3:20])[CH2:17][CH2:18]2)(=[O:12])=[O:11])=[CH:6][C:5]=1[C:21]1[NH:26][C:25](=[O:27])[C:24]2=[C:28]([CH3:34])[N:29]=[C:30]([CH2:31][CH2:32][CH3:33])[N:23]2[N:22]=1)[CH3:2] |f:4.5|. Procedure: 0.35 g (0.712 mmol) of 2-[2-ethoxy-5-(4-ethyl-piperazine-1-sulphonyl)-phenyl]-5-methyl-7-propyl-3H-imidazo[5,1-f][1,2,4]triazin-4-one are suspended in 8 ml of ether and dichloromethane is added until a homogeneous solution is formed. 0.8 ml of a 1M solution of HCl in ether is added, and the mixture is stirred at room temperature for 20 minutes and filtered off with suction. This gives 372 mg (99%) of 2-[2-ethoxy-5-(4-ethyl-piperazine-1-sulphonyl)-phenyl]-5-methyl-7-propyl-3H-imidazo[5,1-f][1,2,4... Starting materials: FC1=CC=C(C(=O)O)C=C1 (4-fluorobenzoic acid), C(C1=CC=CC=C1)S (benzyl mercaptan), P12(=S)SP3(=S)SP(=S)(S1)SP(=S)(S2)S3 (phosphorus pentasulfide). The solvent is C1(=CC=CC=C1)C (toluene). Yields the product C(C1=CC=CC=C1)SC(C1=CC=C(C=C1)F)=S (benzyl-4-fluorodithiobenzoate). Yield: 71.0%. RXN SMILES: [F:1][C:2]1[CH:10]=[CH:9][C:5]([C:6](O)=O)=[CH:4][CH:3]=1.[CH2:11]([SH:18])[C:12]1[CH:17]=[CH:16][CH:15]=[CH:14][CH:13]=1.P12(SP3(SP(SP(S3)(S1)=S)(=S)S2)=S)=[S:20]>C1(C)C=CC=CC=1>[CH2:11]([S:18][C:6](=[S:20])[C:5]1[CH:9]=[CH:10][C:2]([F:1])=[CH:3][CH:4]=1)[C:12]1[CH:17]=[CH:16][CH:15]=[CH:14][CH:13]=1. Procedure details: A mixture of 4-fluorobenzoic acid (1.40 g), benzyl mercaptan (1.24 g) and phosphorus pentasulfide (4.44 g) in toluene (40 ml) was refluxed for 12 h. A dark red color was developed immediately after heating. After the reaction was complete (as monitored by GC-MS), it was cooled to room temperature and purified by a column chromatography packed with neutral alumina, eluting with benzene. Removal of the solvent by distillation gave the single compound, benzyl-4-fluorodithiobenzoate (1.86 g, 71%). I... Reactants: C(C1=CC=CC=C1)(=O)N1CC=2NC3=CC=CC=C3C2CC1 (2-benzoyl-1,3,4,9-tetrahydro-2H-pyrido[3,4-b]indole), [H-].[Na+] (NaH), O (H2O), CI (methyliodide). Run in CN(C)C=O (DMF). Run at time 10 minute. The product is C(C1=CC=CC=C1)(=O)N1CC=2N(C3=CC=CC=C3C2CC1)C (2-Benzoyl-9-methyl-1,3,4,9-tetrahydro-2H-pyrido[3,4-b]indole). The yield is 99.2%. Reaction SMILES: [C:1]([N:9]1[CH2:21][CH2:20][C:19]2[C:18]3[C:13](=[CH:14][CH:15]=[CH:16][CH:17]=3)[NH:12][C:11]=2[CH2:10]1)(=[O:8])[C:2]1[CH:7]=[CH:6][CH:5]=[CH:4][CH:3]=1.[H-].[Na+].[CH3:24]I.O>CN(C=O)C>[C:1]([N:9]1[CH2:21][CH2:20][C:19]2[C:18]3[C:13](=[CH:14][CH:15]=[CH:16][CH:17]=3)[N:12]([CH3:24])[C:11]=2[CH2:10]1)(=[O:8])[C:2]1[CH:7]=[CH:6][CH:5]=[CH:4][CH:3]=1 |f:1.2|. Procedure details: To a stirred solution of 2-benzoyl-1,3,4,9-tetrahydro-2H-pyrido[3,4-b]indole (3.0 g, 10.9 mmole) in dry DMF (75 mL) at 5° C. was added 60% NaH (0.52 g, 13.1 mmole). After 10 min, methyliodide (7.80 g, 55 mmole) was added and the reaction was allowed to warm to RT and stir for 12 hr. The reaction contents were poured into H2O (50 mL) and extracted with EtOAc (2×100 mL). The combined organic phases were washed sequentially with H2O and brine, then were dried over Na2SO4. Concentration under reduce... Reactants: C(C)(=O)C1=CC(=C(OCC(=O)OC)C(=C1)C(C)(C)C)C(C)(C)C (methyl 4-acetyl-2,6-di-tert-butylphenoxyacetate), [Br-] (bromide). Run in C(C)(=O)OCC (ethyl acetate). Yields the product BrCC(=O)C1=CC(=C(OCC(=O)OC)C(=C1)C(C)(C)C)C(C)(C)C (methyl 4-bromoacetyl-2,6-di-tert-butylphenoxyacetate). Reaction SMILES: [C:1]([C:4]1[CH:15]=[C:14]([C:16]([CH3:19])([CH3:18])[CH3:17])[C:7]([O:8][CH2:9][C:10]([O:12][CH3:13])=[O:11])=[C:6]([C:20]([CH3:23])([CH3:22])[CH3:21])[CH:5]=1)(=[O:3])[CH3:2].[Br-:24]>C(OCC)(=O)C>[Br:24][CH2:2][C:1]([C:4]1[CH:15]=[C:14]([C:16]([CH3:19])([CH3:18])[CH3:17])[C:7]([O:8][CH2:9][C:10]([O:12][CH3:13])=[O:11])=[C:6]([C:20]([CH3:23])([CH3:22])[CH3:21])[CH:5]=1)=[O:3]. Procedure details: A mixture of the product from step (i) above (4.91 g) and cuptic bromide (6.82 g) in ethyl acetate (45 ml) was heated at reflux temperature for 24 hours. On cooling, the mixture was filtered and the liltrate concentrated in vacuo. The residue on purification by flash chromatography on silica, eluting with 5% v/v ethyl acetate/hexane, gave methyl 4-bromoacetyl-2,6-di-tert-butylphenoxyacetate, 4.98 g, as an oil: NMR (d6DMSO) δ7.90 (2H, s), 4.92 (2H, s), 4.40 (2H, s), 3.76 (3H, s), 1.41 (18H, s). Starting materials: COC1=C2C(C(NC2=CC(=C1)OC)=O)=O (4,6-dimethoxyisatin), carboxyl, [OH-].[Na+] (sodium hydroxide), OO (hydrogen peroxide), CCN=C=NCCCN(C)C.Cl.C=1C=CC2=C(C1)N=NN2O (EDCl HOBt). Product: NC1=C(C(=O)N)C(=CC(=C1)OC)OC (2-amino-4,6-dimethoxybenzamide). Reaction SMILES: [CH3:1][O:2][C:3]1[CH:11]=[C:10]([O:12][CH3:13])[CH:9]=[C:8]2[C:4]=1[C:5](=[O:15])C(=O)[NH:7]2.[OH-].[Na+].OO.CC[N:22]=C=NCCCN(C)C.Cl.C1C=CC2N(O)N=NC=2C=1>>[NH2:7][C:8]1[CH:9]=[C:10]([O:12][CH3:13])[CH:11]=[C:3]([O:2][CH3:1])[C:4]=1[C:5]([NH2:22])=[O:15] |f:1.2,4.5.6|. Procedure: 2-Amino-4,6-dimethoxybenzamide can be prepared from 4,6-dimethoxyisatoic anhydride. The 4,6-dimethoxyisatoic anhydride may be prepared by a reaction of 4,6-dimethoxyanthranilic acid with phosgene (U.S. Pat. No. 4,191,840 and Org. Synth. 1947, 27, 45). Alternatively, to prepare 2-amino-4,6-dimethoxybenzamide, 3,5-dimethoxyaniline may be converted to its hydrochloride salt, after which the salt is reacted with oxalyl chloride to give 4,6-dimethoxyisatin. The isatin may then be converted to the tar... Starting materials: C1CN2CCN1CC2 (DABCO), Cl (HCl), COC(C1=C(C=C(C=C1)Br)O)=O (4-bromo-2-hydroxy-benzoic acid methyl ester), CN(C(=S)Cl)C (dimethylthiocarbamoyl chloride). The solvent is CN(C)C=O (DMF), O (water). Reaction conditions: time 8 hour. Yields the product COC(C1=C(C=C(C=C1)Br)OC(N(C)C)=S)=O (4-bromo-2-dimethylthiocarbamoyloxy-benzoic acid methyl ester). The yield is 91.1%. Reaction SMILES: [CH3:1][O:2][C:3](=[O:12])[C:4]1[CH:9]=[CH:8][C:7]([Br:10])=[CH:6][C:5]=1[OH:11].[CH3:13][N:14]([CH3:18])[C:15](Cl)=[S:16].C1N2CCN(CC2)C1.Cl>CN(C=O)C.O>[CH3:1][O:2][C:3](=[O:12])[C:4]1[CH:9]=[CH:8][C:7]([Br:10])=[CH:6][C:5]=1[O:11][C:15](=[S:16])[N:14]([CH3:18])[CH3:13]. Procedure details: To a mixture of 4-bromo-2-hydroxy-benzoic acid methyl ester (Mori, N. et al, Bull Chem. Soc. Jpn. 1969, 42(2), 488-491) (29.3 g, 127 mmol) and dimethylthiocarbamoyl chloride (17.2 g, 140 mmol) in DMF at room temperature was added DABCO (21.3 g, 190 mmol). The resulting mixture, after being stirred at room temperature overnight, was diluted with water (1.25 L) and acidified to a pH of around 4 using 1 N HCl. The precipitate was collected, rinsed with water and dried in vacuo to provide 4-bromo-2-...